This data is from the Open Reaction Database (ORD), a public repository of structured organic reaction records. The task is: describe an organic reaction: reactants, conditions, products, and yield The reactants are CO, Cl, [H][H], COC(=O)C=C(C)N. Yields the product Cl, COC(=O)CC(C)N. RXN SMILES: [CH3:12][OH:13].[ClH:9].[H:10][H:11].[NH2:1][C:2](=[CH:3][C:4](=[O:5])[O:6][CH3:7])[CH3:8]>>[ClH:9].[NH2:1][CH:2]([CH2:3][C:4](=[O:5])[O:6][CH3:7])[CH3:8]. Procedure: The titled compound was synthesized by steps analogous to those described in method AA1 above, but using (S)-7-bromo-3-chloro-1-fluoro-5′H-spiro[chromeno[2,3-c]pyridine-5,4′-thiazol]-2′-amine (prepared as described in Method BB26 but using 7-bromo-3-chloro-1-fluoro-5H-chromeno[2,3-c]pyridin-5-one), 2-fluoropyridin-3-ylboronic acid and 2-(5,6-dihydro-2H-pyran-3-yl)-4,4,5,5-tetramethyl-1,3,2-dioxaborolane MS m/z=464.9 [M+H]+. Calculated for C24H18F2N4O2S: 464.49. Yields the product O1CC(=CCC1)C1=CC2=C(C(=N1)F)OC1=CC=C(C=C1[C@]21N=C(SC1)N)C=1C(=NC=CC1)F ((S)-3-(5,6-dihydro-2H-pyran-3-yl)-1-fluoro-7-(2-fluoropyridin-3-yl)-5′H-spiro[chromeno[2,3-c]pyridine-5,4′-thiazol]-2′-amine). Reaction SMILES: Br[C:2]1[CH:3]=[C:4]2[C@@:15]3([CH2:19][S:18][C:17]([NH2:20])=[N:16]3)[C:14]3[CH:13]=[C:12](Cl)[N:11]=[C:10]([F:22])[C:9]=3[O:8][C:5]2=[CH:6][CH:7]=1.[F:23][C:24]1[C:29](B(O)O)=[CH:28][CH:27]=[CH:26][N:25]=1.[O:33]1[CH2:38][CH2:37][CH:36]=[C:35](B2OC(C)(C)C(C)(C)O2)[CH2:34]1>>[O:33]1[CH2:38][CH2:37][CH:36]=[C:35]([C:12]2[N:11]=[C:10]([F:22])[C:9]3[O:8][C:5]4[C:4]([C@@:15]5([CH2:19][S:18][C:17]([NH2:20])=[N:16]5)[C:14]=3[CH:13]=2)=[CH:3][C:2]([C:29]2[C:24]([F:23])=[N:25][CH:26]=[CH:27][CH:28]=2)=[CH:7][CH:6]=4)[CH2:34]1. The reactants are BrC=1C=C2C(=CC1)OC=1C(=NC(=CC1[C@@]21N=C(SC1)N)Cl)F ((S)-7-bromo-3-chloro-1-fluoro-5′H-spiro[chromeno[2,3-c]pyridine-5,4′-thiazol]-2′-amine), FC1=NC=CC=C1B(O)O (2-fluoropyridin-3-ylboronic acid), O1CC(=CCC1)B1OC(C(O1)(C)C)(C)C (2-(5,6-dihydro-2H-pyran-3-yl)-4,4,5,5-tetramethyl-1,3,2-dioxaborolane). The reactants are ClC1=CC(=C(CC=2C=CC3=C(N(N=N3)C)C2)C=C1)CCl (6-[4-chloro-2-(chloromethyl)benzyl]-1-methyl-1H-benzotriazole), N1N=CN=C1 (1H-1,2,4-triazole), C([O-])([O-])=O.[Cs+].[Cs+] (cesium carbonate). The solvent is C(C)#N (acetonitrile). Product: ClC1=CC(=C(CC=2C=CC3=C(N(N=N3)C)C2)C=C1)CN1N=CN=C1 (6-[4-chloro-2-(1H-1,2,4-triazol-1-ylmethyl)benzyl]-1-methyl-1H-benzotriazole). The yield is 51.8%. As a reaction SMILES: [Cl:1][C:2]1[CH:18]=[CH:17][C:5]([CH2:6][C:7]2[CH:8]=[CH:9][C:10]3[N:14]=[N:13][N:12]([CH3:15])[C:11]=3[CH:16]=2)=[C:4]([CH2:19]Cl)[CH:3]=1.[NH:21]1[CH:25]=[N:24][CH:23]=[N:22]1.C(=O)([O-])[O-].[Cs+].[Cs+]>C(#N)C>[Cl:1][C:2]1[CH:18]=[CH:17][C:5]([CH2:6][C:7]2[CH:8]=[CH:9][C:10]3[N:14]=[N:13][N:12]([CH3:15])[C:11]=3[CH:16]=2)=[C:4]([CH2:19][N:21]2[CH:25]=[N:24][CH:23]=[N:22]2)[CH:3]=1 |f:2.3.4|. Procedure details: A suspension of 6-[4-chloro-2-(chloromethyl)benzyl]-1-methyl-1H-benzotriazole (0.11 g) from Example 78, 1H-1,2,4-triazole (37 mg) and cesium carbonate (0.18 g) in acetonitrile (2 ml) was refluxed for 30 minutes. After removal of the solvent, the resulting residue was purified by chromatography on a silica gel column (methylene chloride:methanol=99:1), to give the title compound (63mg; 52%). The purity of the compound was 96.7% by HPLC. Reactants: CC(C)(C)OC(=O)N1CCN(c2ccccc2O)CC1, O=C([O-])[O-], Cl, [Cs+], [Cs+], CN(C)C=O, ClCc1ccncc1. Yields the product CC(C)(C)OC(=O)N1CCN(c2ccccc2OCc2ccncc2)CC1. RXN SMILES: [C:1]([CH3:2])([CH3:3])([CH3:4])[O:5][C:6](=[O:7])[N:8]1[CH2:9][CH2:10][N:11]([c:14]2[c:15]([OH:20])[cH:16][cH:17][cH:18][cH:19]2)[CH2:12][CH2:13]1.[C:21](=[O:22])([O-:23])[O-:24].[ClH:27].[Cs+:25].[Cs+:26].[O:36]=[CH:37][N:38]([CH3:39])[CH3:40].[cH:28]1[cH:29][c:30]([CH2:34][Cl:35])[cH:31][cH:32][n:33]1>>[C:1]([CH3:2])([CH3:3])([CH3:4])[O:5][C:6](=[O:7])[N:8]1[CH2:9][CH2:10][N:11]([c:14]2[c:15]([O:20][CH2:34][c:30]3[cH:29][cH:28][n:33][cH:32][cH:31]3)[cH:16][cH:17][cH:18][cH:19]2)[CH2:12][CH2:13]1.